From a dataset of the Open Reaction Database (ORD), a public repository of structured organic reaction records. describe an organic reaction: reactants, conditions, products, and yield Starting materials: COC(=O)OC, C[O-], CO, [Na+], O, CSCCC(O)C(N)=O. Yields the product CSCCC1OC(=O)NC1=O. As a reaction SMILES: [CH3:10][O:11][C:12]([O:13][CH3:14])=[O:15].[CH3:16][O-:17].[CH3:20][OH:21].[Na+:18].[OH2:19].[OH:1][CH:2]([C:3](=[O:4])[NH2:5])[CH2:6][CH2:7][S:8][CH3:9]>>[O:1]1[CH:2]([CH2:6][CH2:7][S:8][CH3:9])[C:3](=[O:4])[NH:5][C:10]1=[O:11]. Starting materials: CCN(C(C)C)C(C)C (DIPEA), C(C)(C)(C)C=1C=C(N(N1)C1=CC(=CC=C1)CO)NC(=O)N[C@H]1CC[C@H](C2=CC=CC=C12)OC=1C=CC=2N(C1)C(=NN2)N2[C@H](CCC[C@H]2C)C (1-[5-tert-Butyl-2-(3-hydroxymethyl-phenyl)-2H-pyrazol-3-yl]-3-{(1S,4R)-4-[3-((2S,6R)-2,6-dimethyl-piperidin-1-yl)-[1,2,4]triazolo[4,3-a]pyridin-6-yloxy]-1,2,3,4-tetrahydro-naphthalen-1-yl}-urea), CS(=O)(=O)Cl (methanesulfonyl chloride). Solvent: C(Cl)Cl (DCM). Run at time 1 hour. Product: C(C)(C)(C)C1=NN(C(=C1)NC(=O)N[C@H]1CC[C@H](C2=CC=CC=C12)OC=1C=CC=2N(C1)C(=NN2)N2[C@H](CCC[C@H]2C)C)C=2C=C(COS(=O)(=O)C)C=CC2 (Methanesulfonic acid 3-[3-tert-butyl-5-(3-{(1S,4R)-4-[3-((2S,6R)-2,6-dimethyl-piperidin-1-yl)-[1,2,4]triazolo[4,3-a]pyridin-6-yloxy]-1,2,3,4-tetrahydro-naphthalen-1-yl}-ureido)-pyrazol-1-yl]-benzyl ester). RXN SMILES: [C:1]([C:5]1[CH:6]=[C:7]([NH:18][C:19]([NH:21][C@@H:22]2[C:31]3[C:26](=[CH:27][CH:28]=[CH:29][CH:30]=3)[C@H:25]([O:32][C:33]3[CH:34]=[CH:35][C:36]4[N:37]([C:39]([N:42]5[C@H:47]([CH3:48])[CH2:46][CH2:45][CH2:44][C@@H:43]5[CH3:49])=[N:40][N:41]=4)[CH:38]=3)[CH2:24][CH2:23]2)=[O:20])[N:8]([C:10]2[CH:15]=[CH:14][CH:13]=[C:12]([CH2:16][OH:17])[CH:11]=2)[N:9]=1)([CH3:4])([CH3:3])[CH3:2].CCN(C(C)C)C(C)C.[CH3:59][S:60](Cl)(=[O:62])=[O:61]>C(Cl)Cl>[C:1]([C:5]1[CH:6]=[C:7]([NH:18][C:19]([NH:21][C@@H:22]2[C:31]3[C:26](=[CH:27][CH:28]=[CH:29][CH:30]=3)[C@H:25]([O:32][C:33]3[CH:34]=[CH:35][C:36]4[N:37]([C:39]([N:42]5[C@H:47]([CH3:48])[CH2:46][CH2:45][CH2:44][C@@H:43]5[CH3:49])=[N:40][N:41]=4)[CH:38]=3)[CH2:24][CH2:23]2)=[O:20])[N:8]([C:10]2[CH:11]=[C:12]([CH:13]=[CH:14][CH:15]=2)[CH2:16][O:17][S:60]([CH3:59])(=[O:62])=[O:61])[N:9]=1)([CH3:4])([CH3:2])[CH3:3]. Procedure details: To an ice-bath cooled solution of Intermediate 130a (175 mg, 0.26 mmol) in DCM (2.5 mL) was added DIPEA (184 μl, 1.0 mmol) followed by methanesulfonyl chloride (41 μL, 0.52 mmol). The reaction mixture was stirred for 1 h and then quenched with water. The aqueous phase was extracted with DCM (×3) and the combined organic layers were washed with brine, dried (MgSO4) and concentrated in vacuo to afford the title compound (Quantitative). Product used in the following step without further purificatio... Reactants: CN (methylamine), CCO (EtOH), COC(=O)C=1C=2N(C=CN1)C=C(N2)C2=CC=C(C=C2)F (2-(4-Fluorophenyl)-imidazo[1,2-a]pyrazine-8-carboxylic acid methyl ester). Run at temperature 100 celsius. Yields the product FC1=CC=C(C=C1)C=1N=C2N(C=CN=C2CN)C1 ([2-(4-Fluorophenyl)-imidazo[1,2-a]pyrazin-8-yl]methylamine). Isolated yield 91.0%. RXN SMILES: C[NH2:2].CCO.CO[C:8]([C:10]1[C:11]2[N:12]([CH:16]=[C:17]([C:19]3[CH:24]=[CH:23][C:22]([F:25])=[CH:21][CH:20]=3)[N:18]=2)[CH:13]=[CH:14][N:15]=1)=O>>[F:25][C:22]1[CH:23]=[CH:24][C:19]([C:17]2[N:18]=[C:11]3[C:10]([CH2:8][NH2:2])=[N:15][CH:14]=[CH:13][N:12]3[CH:16]=2)=[CH:20][CH:21]=1. Reported procedure: In a sealed tube vessel was added 8M methylamine in EtOH (10 mL, 80 mmol) and 8-chloro-2-(4-fluorophenyl)-imidazo[1,2-a]pyrazine (prepared from general procedure B using 3-chloropyrazin-2-ylamine and 2-bromo-1-(4-fluorophenyl)-ethanone; 2.30 g, 9.3 mmol). The mixture was heated at about 100° C. for about 1 h. The mixture was cooled to ambient temperature and the reaction mixture was partitioned between water and dichloromethane. The layers were separated. The organic layer was washed with brine,... Starting materials: NC1=NC(=CC(=N1)N1CCC2(C[C@H](NC2)C(=O)O)CC1)O[C@@H](C(F)(F)F)C1=C(C=C(C=C1)C1=CC=C(C=C1)OC(C)C)C1=CC=CC=C1 ((S)-8-(2-amino-6-((R)-2,2,2-trifluoro-1-(4-isopropoxy-[1,1′:3′,1″-terphenyl]-4′-yl)ethoxy)pyrimidin-4-yl)-2,8-diazaspiro[4.5]decane-3-carboxylic acid), C(C)(C)OC1=CC=C(C=C1)B(O)O (4-isopropoxyphenyl boronic acid). Product: NC1=NC(=CC(=N1)N1CCC2(C[C@H](NC2)C(=O)O)CC1)O[C@@H](C(F)(F)F)C1=C(C=C(C=C1)C1=CC=C(C=C1)OCCC)C1=CC=CC=C1 ((S)-8-(2-amino-6-((R)-2,2,2-trifluoro-1-(4-propoxy-[1,1′:3′,1″-terphenyl]-4′-yl)ethoxy)pyrimidin-4-yl)-2,8-diazaspiro[4.5]decane-3-carboxylic acid). Reaction SMILES: [NH2:1][C:2]1[N:7]=[C:6]([N:8]2[CH2:20][CH2:19][C:11]3([CH2:15][NH:14][C@H:13]([C:16]([OH:18])=[O:17])[CH2:12]3)[CH2:10][CH2:9]2)[CH:5]=[C:4]([O:21][C@H:22]([C:27]2[CH:32]=[CH:31][C:30]([C:33]3[CH:38]=[CH:37][C:36]([O:39][CH:40](C)[CH3:41])=[CH:35][CH:34]=3)=[CH:29][C:28]=2[C:43]2[CH:48]=[CH:47][CH:46]=[CH:45][CH:44]=2)[C:23]([F:26])([F:25])[F:24])[N:3]=1.[CH:49](OC1C=CC(B(O)O)=CC=1)(C)C>>[NH2:1][C:2]1[N:7]=[C:6]([N:8]2[CH2:20][CH2:19][C:11]3([CH2:15][NH:14][C@H:13]([C:16]([OH:18])=[O:17])[CH2:12]3)[CH2:10][CH2:9]2)[CH:5]=[C:4]([O:21][C@H:22]([C:27]2[CH:32]=[CH:31][C:30]([C:33]3[CH:38]=[CH:37][C:36]([O:39][CH2:40][CH2:41][CH3:49])=[CH:35][CH:34]=3)=[CH:29][C:28]=2[C:43]2[CH:44]=[CH:45][CH:46]=[CH:47][CH:48]=2)[C:23]([F:24])([F:26])[F:25])[N:3]=1. Reported procedure: The title compound was prepared as described above for (S)-8-(2-amino-6-((R)-2,2,2-trifluoro-1-(4-isopropoxy-[1,1′:3′,1″-terphenyl]-4′-yl)ethoxy)pyrimidin-4-yl)-2,8-diazaspiro[4.5]decane-3-carboxylic acid (Example 54b) by substituting 4-propoxyphenyl boronic acid for 4-isopropoxyphenyl boronic acid in Step 2. Reactants: O=C([O-])[O-], CC#N, OC(c1cccc(C2CCNCC2)c1F)C(F)(F)F, CCI, [K+], [K+]. The product is CCN1CCC(c2cccc(C(O)C(F)(F)F)c2F)CC1. As a reaction SMILES: [C:20](=[O:21])([O-:22])[O-:23].[CH3:29][C:30]#[N:31].[F:1][C:2]([CH:3]([OH:4])[c:5]1[c:6]([F:17])[c:7]([CH:11]2[CH2:12][CH2:13][NH:14][CH2:15][CH2:16]2)[cH:8][cH:9][cH:10]1)([F:18])[F:19].[I:26][CH2:27][CH3:28].[K+:24].[K+:25]>>[F:1][C:2]([CH:3]([OH:4])[c:5]1[c:6]([F:17])[c:7]([CH:11]2[CH2:12][CH2:13][N:14]([CH2:27][CH3:28])[CH2:15][CH2:16]2)[cH:8][cH:9][cH:10]1)([F:18])[F:19]. The reactants are Nc1nnc(CCCCCBr)s1, CCCCCCCCCCCCc1ccc(S(=O)(=O)Cl)cc1, Cl, c1ccncc1. The product is CCCCCCCCCCCCc1ccc(S(=O)(=O)Nc2nnc(CCCCCBr)s2)cc1. RXN SMILES: [Br:23][CH2:24][CH2:25][CH2:26][CH2:27][CH2:28][c:29]1[n:30][n:31][c:32]([NH2:34])[s:33]1.[CH2:1]([CH2:2][CH2:3][CH2:4][CH2:5][CH2:6][CH2:7][CH2:8][CH2:9][CH2:10][CH2:11][CH3:12])[c:13]1[cH:14][cH:15][c:16]([S:19](=[O:20])(=[O:21])[Cl:22])[cH:17][cH:18]1.[ClH:35].[cH:36]1[cH:37][cH:38][n:39][cH:40][cH:41]1>>[CH2:1]([CH2:2][CH2:3][CH2:4][CH2:5][CH2:6][CH2:7][CH2:8][CH2:9][CH2:10][CH2:11][CH3:12])[c:13]1[cH:14][cH:15][c:16]([S:19](=[O:20])(=[O:21])[NH:34][c:32]2[n:31][n:30][c:29]([CH2:28][CH2:27][CH2:26][CH2:25][CH2:24][Br:23])[s:33]2)[cH:17][cH:18]1. Starting materials: CC=1C=C(C=CC1C)S (3,4-dimethylbenzenethiol), BrCCCCl (1-bromo-3-chloropropane). The product is CC=1C=C(C=CC1C)SCCCCl (3-CHLOROPROPYL 3,4-DIMETHYLPHENYL SULFIDE). RXN SMILES: [CH3:1][C:2]1[CH:3]=[C:4]([SH:9])[CH:5]=[CH:6][C:7]=1[CH3:8].Br[CH2:11][CH2:12][CH2:13][Cl:14]>>[CH3:1][C:2]1[CH:3]=[C:4]([S:9][CH2:11][CH2:12][CH2:13][Cl:14])[CH:5]=[CH:6][C:7]=1[CH3:8]. Procedure details: Prepared by Procedure R and Scheme Z using 3,4-dimethylbenzenethiol and 1-bromo-3-chloropropane.